Dataset: the Open Reaction Database (ORD), a public repository of structured organic reaction records. Task: describe an organic reaction: reactants, conditions, products, and yield The reactants are N1=CC=C(C=C1)CC=1NC=CN1 (2-(4-pyridylmethyl)-imidazole), O([Na])C (NaOCH3). The solvent is CO (methanol). Conditions: time 10 minute. Yields the product N1C(=NC=C1)CC1CCNCC1 (4-(1H-imidazol-2-yl-methyl)piperidine). Reaction SMILES: [N:1]1[CH:6]=[CH:5][C:4]([CH2:7][C:8]2[NH:9][CH:10]=[CH:11][N:12]=2)=[CH:3][CH:2]=1.O(C)[Na]>CO>[NH:9]1[CH:10]=[CH:11][N:12]=[C:8]1[CH2:7][CH:4]1[CH2:5][CH2:6][NH:1][CH2:2][CH2:3]1. Procedure: 2-(4-pyridylmethyl)imidazole (4 g, 0.025M) and platinum oxide (0.4 g) in ethanol (40 ml) and 2NHCl (50 ml) was hydrogenated at 45 psig for 4 hrs. The catalyst was removed by filtration and the filtrate was stripped to dryness. Crystallization from ethanol gave 4-(1H-imidazol-2-yl-methyl)piperidine as the dihydrochloride salt m.p. 251°-252° C. (5.2 g, 87% yield). The mixture of 2-(4-pyridylmethyl)-imidazole (2.38 g, 10 mM) and NaOCH3 (10 mM) in methanol (20 ml) was stirred for 10 min. and filtere... Run at time 30 minute. Run in C(C)#N (acetonitrile), CO (methanol), C(C)#N (acetonitrile). Product: CNC(=NCCSCC1=NC=CC=C1Cl)S(=O)(=O)O (N-Methyl-N'-[2-(3-chloropyrid-2-ylmethylthio)ethyl]-amidinosulphonic acid). Starting materials: ClC=1C(=NC=CC1)CSCCN (2-(3-chloropyrid-2-ylmethylthio)ethylamine), CSC(S(=O)(=O)[O-])=NC (1-methylthio-1-methyliminomethanesulphonate). RXN SMILES: [Cl:1][C:2]1[C:3]([CH2:8][S:9][CH2:10][CH2:11][NH2:12])=[N:4][CH:5]=[CH:6][CH:7]=1.CS[C:15](=[N:20][CH3:21])[S:16]([O-:19])(=[O:18])=[O:17]>C(#N)C.CO>[CH3:21][NH:20][C:15]([S:16]([OH:19])(=[O:18])=[O:17])=[N:12][CH2:11][CH2:10][S:9][CH2:8][C:3]1[C:2]([Cl:1])=[CH:7][CH:6]=[CH:5][N:4]=1. Procedure details: A solution of 2-(3-chloropyrid-2-ylmethylthio)ethylamine (2.03 g) in dry acetonitrile (150 ml) was added dropwise, with stirring, to a solution of 1-methylthio-1-methyliminomethanesulphonate (1.69 g) in dry acetonitrile (150 ml) at 50°. The mixture was stirred at 60° for 30 minutes and then allowed to cool. The mixture was stripped to dryness, dissolved in methanol and absorbed onto silica gel. Chromatography on a column of silica gel produced a viscous oil which was collected by eluting the col...